Dataset: the Open Reaction Database (ORD), a public repository of structured organic reaction records. Task: describe an organic reaction: reactants, conditions, products, and yield RXN SMILES: [O:1]=[C:2]1[NH:7][N:6]=[C:5]([C:8]([OH:10])=[O:9])[CH:4]=[CH:3]1.C(O[CH2:15][CH2:16][CH2:17][CH3:18])(=O)C.OS(O)(=O)=O>C(O)CCC>[O:1]=[C:2]1[NH:7][N:6]=[C:5]([C:8]([O:10][CH2:15][CH2:16][CH2:17][CH3:18])=[O:9])[CH:4]=[CH:3]1. The yield is 79.6%. Reported procedure: A mixture of 6-oxo-1,6-dihydropyridazine-3-carboxylic acid (117.24 g) [Ref: British Patent 856, 409], n-butyl acetate (293 ml), n-butanol (410 ml) and conc. H2SO4 (5.9 ml) was heated at reflux for 1 hour. The solvent was evaporated and the residue washed with n-butyl acetate to give n-butyl 6-oxo-1,6-dihydropyridazine-3-carboxylate (130.6 g, 79.6% yield), mpt 79°-8° C. Run in C(CCC)O (n-butanol). Product: O=C1C=CC(=NN1)C(=O)OCCCC (n-butyl 6-oxo-1,6-dihydropyridazine-3-carboxylate). The reactants are O=C1C=CC(=NN1)C(=O)O (6-oxo-1,6-dihydropyridazine-3-carboxylic acid), C(C)(=O)OCCCC (n-butyl acetate), OS(=O)(=O)O (H2SO4).